From a dataset of the Open Reaction Database (ORD), a public repository of structured organic reaction records. describe an organic reaction: reactants, conditions, products, and yield The reactants are COC(=O)CBr, CO, [H-], [Na+], O=C=O, CN(C)C=O, CC(C)C(=O)Nc1nc(O)c2cn[nH]c2n1. Yields the product COC(=O)Cc1n[nH]c2nc(NC(=O)C(C)C)nc(O)c12. As a reaction SMILES: [Br:19][CH2:20][C:21](=[O:22])[O:23][CH3:24].[CH3:33][OH:34].[H-:17].[Na+:18].[O:25]=[C:26]=[O:27].[O:28]=[CH:29][N:30]([CH3:31])[CH3:32].[OH:1][c:2]1[c:3]2[c:4]([n:5][c:6]([NH:8][C:9]([CH:10]([CH3:11])[CH3:12])=[O:13])[n:7]1)[nH:14][n:15][cH:16]2>>[OH:1][c:2]1[c:3]2[c:4]([n:5][c:6]([NH:8][C:9]([CH:10]([CH3:11])[CH3:12])=[O:13])[n:7]1)[nH:14][n:15][c:16]2[CH2:20][C:21](=[O:22])[O:23][CH3:24]. Reactants: [Zn](C#N)C#N, c1nc(n(c1C(OCC)=O)COCC[Si](C)(C)C)Br. The reagents and catalysts are c1ccc(cc1)-c2c3ccccc3cc4ccccc24 (9-Phenylanthracene), P(C1CCCC1)(C(C)(C)C)C(C)(C)C.P(C1CCCC1)(C(C)(C)C)C(C)(C)C.[Pd](Cl)Cl.[Fe] (Pd(dtbpf)Cl2). The solvent is CS(=O)C (DMSO). Conditions: temperature 110 celsius, time 18 hour. Yields the product CCOC(=O)c1cnc(C#N)n1COCC[Si](C)(C)C. As a reaction SMILES: [CH3:1][CH2:2][O:3][C:4]([c:6]1[n:10]([CH2:11][O:12][CH2:13][CH2:14][Si:15]([CH3:18])([CH3:17])[CH3:16])[c:9](Br)[n:8][cH:7]1)=[O:5].[N:19]#[C:20][Zn]C#N>>[CH3:1][CH2:2][O:3][C:4]([c:6]1[n:10]([CH2:11][O:12][CH2:13][CH2:14][Si:15]([CH3:18])([CH3:17])[CH3:16])[c:9]([C:20]#[N:19])[n:8][cH:7]1)=[O:5]. The reactants are CCOC(=O)c1nn(CC)c2ccc([N+](=O)[O-])cc12, Cl, [Li+], C1CCOC1, [OH-], O. Yields the product CCn1nc(C(=O)O)c2cc([N+](=O)[O-])ccc21. RXN SMILES: [CH2:3]([CH3:4])[O:5][C:6](=[O:7])[c:8]1[n:9][n:10]([CH2:20][CH3:21])[c:11]2[cH:12][cH:13][c:14]([N+:17](=[O:18])[O-:19])[cH:15][c:16]12.[ClH:22].[Li+:1].[O:24]1[CH2:25][CH2:26][CH2:27][CH2:28]1.[OH-:2].[OH2:23]>>[O:5]=[C:6]([OH:7])[c:8]1[n:9][n:10]([CH2:20][CH3:21])[c:11]2[cH:12][cH:13][c:14]([N+:17](=[O:18])[O-:19])[cH:15][c:16]12. The reactants are C(C1=CC=CC=C1)OC(=O)NC(=N)C=1C=CC(=NC1)C1=CC=C(C=C1)OC[C@@H]1C[C@H](C(N1)=O)CC(=O)O ((3S,5S)-5-[[4-(5-benzyloxycarbonylamidino-2-pyridyl)phenyl]oxymethyl]-3-carboxymethyl-2-pyrrolidinone), [I-].[Na+] (sodium iodide), ClCCC(C(=O)[O-])(C)C (chloromethylpivalate), C([O-])([O-])=O.[K+].[K+] (potassium carbonate). Solvent: CS(=O)C (dimethylsulphoxide). The product is C(C1=CC=CC=C1)OC(=O)NC(=N)C=1C=CC(=NC1)C1=CC=C(C=C1)OC[C@@H]1C[C@H](C(N1)=O)CC(=O)OCOC(C(C)(C)C)=O ((3S,5S)-5-[[4-(5-Benzyloxycarbonylamidino-2-pyridyl)phenyl]oxymethyl]-3-[(pivaloyloxymethyloxycarbonyl)methyl]-2-pyrrolidinone). As a reaction SMILES: [CH2:1]([O:8][C:9]([NH:11][C:12]([C:14]1[CH:15]=[CH:16][C:17]([C:20]2[CH:25]=[CH:24][C:23]([O:26][CH2:27][C@H:28]3[NH:32][C:31](=[O:33])[C@H:30]([CH2:34][C:35]([OH:37])=[O:36])[CH2:29]3)=[CH:22][CH:21]=2)=[N:18][CH:19]=1)=[NH:13])=[O:10])[C:2]1[CH:7]=[CH:6][CH:5]=[CH:4][CH:3]=1.ClC[CH2:40][C:41]([CH3:46])([CH3:45])[C:42]([O-:44])=[O:43].[C:47](=O)([O-])[O-].[K+].[K+].[I-].[Na+]>CS(C)=O>[CH2:1]([O:8][C:9]([NH:11][C:12]([C:14]1[CH:15]=[CH:16][C:17]([C:20]2[CH:25]=[CH:24][C:23]([O:26][CH2:27][C@H:28]3[NH:32][C:31](=[O:33])[C@H:30]([CH2:34][C:35]([O:37][CH2:47][O:44][C:42](=[O:43])[C:41]([CH3:46])([CH3:45])[CH3:40])=[O:36])[CH2:29]3)=[CH:22][CH:21]=2)=[N:18][CH:19]=1)=[NH:13])=[O:10])[C:2]1[CH:3]=[CH:4][CH:5]=[CH:6][CH:7]=1 |f:2.3.4,5.6|. Procedure: Prepared from (3S,5S)-5-[[4-(5-benzyloxycarbonylamidino-2-pyridyl)phenyl]oxymethyl]-3-carboxymethyl-2-pyrrolidinone by reacting with chloromethylpivalate in dimethylsulphoxide in the presence of potassium carbonate and sodium iodide. The reactants are Cl.CN(CCCN=C=NCC)C (1-[3-(dimethylamino)propyl]-3-ethylcarbodiimide hydrochloride), O.ON1N=NC2=C1C=CC=C2 (1-hydroxybenzotriazole hydrate), N (ammonia), C1(CCCCC1)=C(C1=CC=C(C=C1)/C=C/C(=O)O)C1=CC=C(C=C1)O ((2E)-3-{4-[Cyclohexylidene(4-hydroxyphenyl)methyl]phenyl}-2-propenoic acid). The reagents and catalysts are CN(C1=CC=NC=C1)C (4-dimethylaminopyridine). Solvent: N1=CC=CC=C1 (pyridine), N1=CC=CC=C1 (pyridine). Conditions: time 4 day. Product: C1(CCCCC1)=C(C1=CC=C(C=C1)/C=C/C(=O)N)C1=CC=C(C=C1)O ((2E)-3-{4-[Cyclohexylidene(4-hydroxyphenyl)methyl]phenyl}-2-propenamide). As a reaction SMILES: Cl.C[N:3](C)CCCN=C=NCC.O.ON1C2C=CC=CC=2N=N1.N.[C:25]1(=[C:31]([C:43]2[CH:48]=[CH:47][C:46]([OH:49])=[CH:45][CH:44]=2)[C:32]2[CH:37]=[CH:36][C:35](/[CH:38]=[CH:39]/[C:40](O)=[O:41])=[CH:34][CH:33]=2)[CH2:30][CH2:29][CH2:28][CH2:27][CH2:26]1>CN(C)C1C=CN=CC=1.N1C=CC=CC=1>[C:25]1(=[C:31]([C:43]2[CH:48]=[CH:47][C:46]([OH:49])=[CH:45][CH:44]=2)[C:32]2[CH:37]=[CH:36][C:35](/[CH:38]=[CH:39]/[C:40]([NH2:3])=[O:41])=[CH:34][CH:33]=2)[CH2:30][CH2:29][CH2:28][CH2:27][CH2:26]1 |f:0.1,2.3|. Procedure details: To a stirred solution of 1-[3-(dimethylamino)propyl]-3-ethylcarbodiimide hydrochloride (0.121 g, 0.63 mmol), 1-hydroxybenzotriazole hydrate (0.087 g, 0.644 mmol), 4-dimethylaminopyridine (0.012 g, 0.098 mmol), pyridine (5 mL), and ammonia (0.5 M in 1,4-dioxane) (1.4 mL, 0.7 mmol) was added a solution of (2E)-3-{4-[cyclohexylidene(4-hydroxyphenyl)methyl]phenyl}-2-propenoic acid (8) (174 mg, 0.52 mmol) in pyridine (5 mL). The reaction mixture was stirred at room temperature under a nitrogen atmosp... The reactants are FC([C@@H](C=1C=NC(=CC1)N/N=C/C1=NC2=C(C(=CC=C2C=C1)OCCOC)C)N1C[C@H](CC1)NC(OC(C)(C)C)=O)(F)F (tert-butyl (S)-1-((R)-2,2,2-trifluoro-1-(6-((E)-2-((7-(2-methoxyethoxy)-8-methylquinolin-2-yl)methylene)hydrazinyl)pyridin-3-yl)ethyl)pyrrolidin-3-ylcarbamate), C(C)(=O)O.C(C)(=O)O.I(=O)C1=CC=CC=C1 (iodosobenzene diacetate). The solvent is C(Cl)Cl (DCM). Run at time 2 hour. The product is FC([C@@H](C=1C=CC=2N(C1)C(=NN2)C2=NC1=C(C(=CC=C1C=C2)OCCOC)C)N2C[C@H](CC2)NC(OC(C)(C)C)=O)(F)F (tert-butyl (S)-1-((R)-2,2,2-trifluoro-1-(3-(7-(2-methoxyethoxy)-8-methylquinolin-2-yl)-[1,2,4]triazolo[4,3-a]pyridin-6-yl)ethyl)pyrrolidin-3-ylcarbamate). Yield: 59.3%. RXN SMILES: [F:1][C:2]([F:43])([F:42])[C@H:3]([N:29]1[CH2:33][CH2:32][C@H:31]([NH:34][C:35](=[O:41])[O:36][C:37]([CH3:40])([CH3:39])[CH3:38])[CH2:30]1)[C:4]1[CH:5]=[N:6][C:7]([NH:10]/[N:11]=[CH:12]/[C:13]2[CH:22]=[CH:21][C:20]3[C:15](=[C:16]([CH3:28])[C:17]([O:23][CH2:24][CH2:25][O:26][CH3:27])=[CH:18][CH:19]=3)[N:14]=2)=[CH:8][CH:9]=1.C(O)(=O)C.C(O)(=O)C.I(C1C=CC=CC=1)=O>C(Cl)Cl>[F:43][C:2]([F:42])([F:1])[C@H:3]([N:29]1[CH2:33][CH2:32][C@H:31]([NH:34][C:35](=[O:41])[O:36][C:37]([CH3:40])([CH3:38])[CH3:39])[CH2:30]1)[C:4]1[CH:9]=[CH:8][C:7]2[N:6]([C:12]([C:13]3[CH:22]=[CH:21][C:20]4[C:15](=[C:16]([CH3:28])[C:17]([O:23][CH2:24][CH2:25][O:26][CH3:27])=[CH:18][CH:19]=4)[N:14]=3)=[N:11][N:10]=2)[CH:5]=1 |f:1.2.3|. Procedure details: To tert-butyl (S)-1-((R)-2,2,2-trifluoro-1-(6-((E)-2-((7-(2-methoxyethoxy)-8-methylquinolin-2-yl)methylene)hydrazinyl)pyridin-3-yl)ethyl)pyrrolidin-3-ylcarbamate (157 mg, 0.261 mmol) in DCM (5 mL) was added iodosobenzene diacetate (101 mg, 0.313 mmol) and the reaction was stirred at ambient temperature for 2 hours. After concentration, the residue was purified by reverse phase chromatography (SP4, 12M, eluting with a gradient of water/ACN 100:0 to 0:100, 20 column volumes) to yield tert-butyl (S...